From a dataset of the Open Reaction Database (ORD), a public repository of structured organic reaction records. describe an organic reaction: reactants, conditions, products, and yield Starting materials: CCN=C=NCCCN(C)C, Cl, NCc1ccccc1, O=C(O)Cc1cccc2[nH]c(=O)n(Cc3ccccc3)c12. Product: O=C(Cc1cccc2[nH]c(=O)n(Cc3ccccc3)c12)NCc1ccccc1. RXN SMILES: [CH3:22][N:23]([CH3:24])[CH2:25][CH2:26][CH2:27][N:28]=[C:29]=[N:30][CH2:31][CH3:32].[ClH:33].[NH2:34][CH2:35][c:36]1[cH:37][cH:38][cH:39][cH:40][cH:41]1.[O:1]=[c:2]1[n:3]([CH2:15][c:16]2[cH:17][cH:18][cH:19][cH:20][cH:21]2)[c:4]2[c:5]([nH:6]1)[cH:7][cH:8][cH:9][c:10]2[CH2:11][C:12](=[O:13])[OH:14]>>[O:1]=[c:2]1[n:3]([CH2:15][c:16]2[cH:17][cH:18][cH:19][cH:20][cH:21]2)[c:4]2[c:5]([nH:6]1)[cH:7][cH:8][cH:9][c:10]2[CH2:11][C:12](=[O:14])[NH:34][CH2:35][c:36]1[cH:37][cH:38][cH:39][cH:40][cH:41]1. Reactants: CC(=O)N(Cc1cc(Oc2ccc3c(ccn3C(=O)Nc3cccc(C(F)(F)F)c3)c2)ncn1)C1CCN(C(=O)OC(C)(C)C)C1, CO, ClCCl, ClCCl, O=C(O)C(F)(F)F, N. Yields the product CC(=O)N(Cc1cc(Oc2ccc3c(ccn3C(=O)Nc3cccc(C(F)(F)F)c3)c2)ncn1)C1CCNC1. Reaction SMILES: [C:1]([O:2][C:3](=[O:4])[N:8]1[CH2:9][CH:10]([N:13]([CH2:14][c:15]2[n:16][cH:17][n:18][c:19]([O:21][c:22]3[cH:23][c:24]4[cH:25][cH:26][n:27]([C:31]([NH:32][c:33]5[cH:34][c:35]([C:39]([F:40])([F:41])[F:42])[cH:36][cH:37][cH:38]5)=[O:43])[c:28]4[cH:29][cH:30]3)[cH:20]2)[C:44]([CH3:45])=[O:46])[CH2:11][CH2:12]1)([CH3:5])([CH3:6])[CH3:7].[CH3:58][OH:59].[Cl:47][CH2:48][Cl:49].[Cl:60][CH2:61][Cl:62].[F:50][C:51]([F:52])([F:53])[C:54]([OH:55])=[O:56].[NH3:57]>>[NH:8]1[CH2:9][CH:10]([N:13]([CH2:14][c:15]2[n:16][cH:17][n:18][c:19]([O:21][c:22]3[cH:23][c:24]4[cH:25][cH:26][n:27]([C:31]([NH:32][c:33]5[cH:34][c:35]([C:39]([F:40])([F:41])[F:42])[cH:36][cH:37][cH:38]5)=[O:43])[c:28]4[cH:29][cH:30]3)[cH:20]2)[C:44]([CH3:45])=[O:46])[CH2:11][CH2:12]1. Starting materials: CCOC(=O)C(C)c1ccc(-c2ccc(-c3ccc(OC(C)C)c(C#N)c3)s2)c(C)c1, CCOC(C)=O, Cl, [Li+], C1CCOC1, [OH-], O. The product is Cc1cc(C(C)C(=O)O)ccc1-c1ccc(-c2ccc(OC(C)C)c(C#N)c2)s1. RXN SMILES: [C:1](#[N:2])[c:3]1[cH:4][c:5](-[c:13]2[cH:14][cH:15][c:16](-[c:18]3[c:19]([CH3:31])[cH:20][c:21]([CH:24]([C:25](=[O:26])[O:27][CH2:28][CH3:29])[CH3:30])[cH:22][cH:23]3)[s:17]2)[cH:6][cH:7][c:8]1[O:9][CH:10]([CH3:11])[CH3:12].[CH3:40][CH2:41][O:42][C:43](=[O:44])[CH3:45].[ClH:39].[Li+:32].[O:34]1[CH2:35][CH2:36][CH2:37][CH2:38]1.[OH-:33].[OH2:46]>>[C:1](#[N:2])[c:3]1[cH:4][c:5](-[c:13]2[cH:14][cH:15][c:16](-[c:18]3[c:19]([CH3:31])[cH:20][c:21]([CH:24]([C:25](=[O:26])[OH:27])[CH3:30])[cH:22][cH:23]3)[s:17]2)[cH:6][cH:7][c:8]1[O:9][CH:10]([CH3:11])[CH3:12].